Dataset: the Open Reaction Database (ORD), a public repository of structured organic reaction records. Task: describe an organic reaction: reactants, conditions, products, and yield Reactants: [Zn] (zinc), C(CCCCCCCCCCCCCCCCC)(=O)O (stearic acid), [OH-] (hydroxide). Run in C(C)O (ethanol). Run at temperature 20 celsius. Product: C(CCCCCCCCCCCCCCCCC)(=O)[O-].[Zn+2].C(CCCCCCCCCCCCCCCCC)(=O)[O-] (zinc stearate). Reaction SMILES: [C:1]([OH:20])(=[O:19])[CH2:2][CH2:3][CH2:4][CH2:5][CH2:6][CH2:7][CH2:8][CH2:9][CH2:10][CH2:11][CH2:12][CH2:13][CH2:14][CH2:15][CH2:16][CH2:17][CH3:18].[Zn:21].[OH-]>C(O)C>[C:1]([O-:20])(=[O:19])[CH2:2][CH2:3][CH2:4][CH2:5][CH2:6][CH2:7][CH2:8][CH2:9][CH2:10][CH2:11][CH2:12][CH2:13][CH2:14][CH2:15][CH2:16][CH2:17][CH3:18].[Zn+2:21].[C:1]([O-:20])(=[O:19])[CH2:2][CH2:3][CH2:4][CH2:5][CH2:6][CH2:7][CH2:8][CH2:9][CH2:10][CH2:11][CH2:12][CH2:13][CH2:14][CH2:15][CH2:16][CH2:17][CH3:18] |f:4.5.6|. Procedure details: To a mixture obtained by adding 1,145 parts of stearic acid to 5,000 parts of ethanol and mixing these at 75° C., 200 parts of zinc. hydroxide is gradually added and mixed for 1 hour from the completion of addition. After mixing, the mixture is cooled to 20° C., the product is separated by filtration, ethanol and the reaction residue are removed, and the produced solid taken out is dried at 150° C. for 3 hours in a heating-type vacuum dryer, taken out from the dryer and then allowed to cool to o... The reactants are [OH-].[Na+] (sodium hydroxide), OC=1C=C(C(=O)NC2=CC(=C(C=C2)C)N2C=CN3N=C(C=C32)C=3C=NC=CC3)C=C(C1)S(F)(F)(F)(F)F (3-Hydroxy-N-{4-methyl-3-[6-(pyridin-3-yl)-1H-imidazo[1,2-b]pyrazol-1-yl]phenyl}-5-(pentafluoro-λ6-sulphanyl)benzamide), CS(=O)(=O)OC1CN(CC1)C(=O)OC(C)(C)C (tert-butyl 3-[(methyl-sulphonyl)oxy]pyrrolidine-1-carboxylate), C([O-])([O-])=O.[Cs+].[Cs+] (caesium carbonate), FC(C(=O)O)(F)F (trifluoroacetic acid). The solvent is CN(C)C=O (DMF), ClCCl (dichloromethane). Reaction conditions: time 10 minute. Yields the product CC1=C(C=C(C=C1)NC(C1=CC(=CC(=C1)OC1CNCC1)S(F)(F)(F)(F)F)=O)N1C=CN2N=C(C=C21)C=2C=NC=CC2 (N-{4-Methyl-3-[6-(pyridin-3-yl)-1H-imidazo[1,2-b]pyrazol-1-yl]phenyl}-3-(pentafluoro-λ6-sulphanyl)-5-(pyrrolidin-3-yloxy)benzamide). Reaction SMILES: [OH:1][C:2]1[CH:3]=[C:4]([CH:29]=[C:30]([S:32]([F:37])([F:36])([F:35])([F:34])[F:33])[CH:31]=1)[C:5]([NH:7][C:8]1[CH:13]=[CH:12][C:11]([CH3:14])=[C:10]([N:15]2[C:22]3[N:18]([N:19]=[C:20]([C:23]4[CH:24]=[N:25][CH:26]=[CH:27][CH:28]=4)[CH:21]=3)[CH:17]=[CH:16]2)[CH:9]=1)=[O:6].CS(O[CH:43]1[CH2:47][CH2:46][N:45](C(OC(C)(C)C)=O)[CH2:44]1)(=O)=O.C(=O)([O-])[O-].[Cs+].[Cs+].[OH-].[Na+].FC(F)(F)C(O)=O>CN(C=O)C.ClCCl>[CH3:14][C:11]1[CH:12]=[CH:13][C:8]([NH:7][C:5](=[O:6])[C:4]2[CH:3]=[C:2]([O:1][CH:43]3[CH2:47][CH2:46][NH:45][CH2:44]3)[CH:31]=[C:30]([S:32]([F:36])([F:35])([F:34])([F:37])[F:33])[CH:29]=2)=[CH:9][C:10]=1[N:15]1[C:22]2[N:18]([N:19]=[C:20]([C:23]3[CH:24]=[N:25][CH:26]=[CH:27][CH:28]=3)[CH:21]=2)[CH:17]=[CH:16]1 |f:2.3.4,5.6|. Procedure: 150 mg (0.28 mmol) of the compound of Example 20, 89 mg (0.34 mmol) of tert-butyl 3-[(methyl-sulphonyl)oxy]pyrrolidine-1-carboxylate [lit. e.g.: P. Kocalka et al., Tetrahedron 2006, 62 (24), 5763-5774] and 201 mg (0.62 mmol) of caesium carbonate in 3 ml of DMF were heated at 90° C. for 6 h. The reaction was then stirred into 15 ml of 0.1 M aqueous sodium hydroxide solution and the mixture was stirred at RT for another 10 min. The precipitate formed was filtered off, washed with water and dried u...